Dataset: the Open Reaction Database (ORD), a public repository of structured organic reaction records. Task: describe an organic reaction: reactants, conditions, products, and yield Reactants: solution, S(O)(O)(=O)=O (sulfuric acid), aqueous solution, C1(=CC=CC=C1)O (phenol), dextran. The solvent is O (water). Conditions: time 10 minute. Product: C1(=CC=CC=C1)O.S(O)(O)(=O)=O (phenol sulfuric acid). Reaction SMILES: [C:1]1([OH:7])[CH:6]=[CH:5][CH:4]=[CH:3][CH:2]=1.[S:8](=[O:12])(=[O:11])([OH:10])[OH:9]>O>[C:1]1([OH:7])[CH:6]=[CH:5][CH:4]=[CH:3][CH:2]=1.[S:8](=[O:10])(=[O:9])([OH:12])[OH:11] |f:3.4|. Reported procedure: 1.0 ml of a solution to be tested was charged in a test tube, and 1.0 ml of a 5% aqueous solution of phenol was added and the mixture was agitated so as to become homogeneous. Then, 0.5 ml of concentrated sulfuric acid was added to the mixture and reaction was conducted under agitation. The reaction mixture was allowed to stand still for 10 minutes and then was cooled with water. The absorbance at 489 mμ was measured, and a determination was conducted based on a calibration curve obtained by tre... The product is CC(C)(C)OCc1cccc(-c2ccc(N)nc2)c1. Reactants: CC(=O)Nc1ccc(-c2cccc(COC(C)(C)C)c2)cn1, CCO, [Na+], [OH-], O. RXN SMILES: [C:3]([CH3:4])([CH3:5])([CH3:6])[O:7][CH2:8][c:9]1[cH:10][c:11](-[c:15]2[cH:16][cH:17][c:18]([NH:21][C:22](=[O:23])[CH3:24])[n:19][cH:20]2)[cH:12][cH:13][cH:14]1.[CH3:25][CH2:26][OH:27].[Na+:2].[OH-:1].[OH2:28]>>[C:3]([CH3:4])([CH3:5])([CH3:6])[O:7][CH2:8][c:9]1[cH:10][c:11](-[c:15]2[cH:16][cH:17][c:18]([NH2:21])[n:19][cH:20]2)[cH:12][cH:13][cH:14]1. Starting materials: CC(=O)Nc1ccc(Sc2c(NCC3CC3)cc(C(=O)O)cc2S(N)(=O)=O)cc1, [Na+], [OH-], O. Product: Nc1ccc(Sc2c(NCC3CC3)cc(C(=O)O)cc2S(N)(=O)=O)cc1. Reaction SMILES: [C:1](=[O:2])([CH3:3])[NH:4][c:5]1[cH:6][cH:7][c:8]([S:11][c:12]2[c:13]([NH:25][CH2:26][CH:27]3[CH2:28][CH2:29]3)[cH:14][c:15]([C:16](=[O:17])[OH:18])[cH:19][c:20]2[S:21]([NH2:22])(=[O:23])=[O:24])[cH:9][cH:10]1.[Na+:31].[OH-:30].[OH2:32]>>[NH2:4][c:5]1[cH:6][cH:7][c:8]([S:11][c:12]2[c:13]([NH:25][CH2:26][CH:27]3[CH2:28][CH2:29]3)[cH:14][c:15]([C:16](=[O:17])[OH:18])[cH:19][c:20]2[S:21]([NH2:22])(=[O:23])=[O:24])[cH:9][cH:10]1. Reactants: OCCBr, O=C([O-])O, Cc1n[nH]c2ccc(-c3nncc(N4CCNC(Cc5ccccc5)C4)n3)cc12, CCOC(C)=O, CC#N, [Na+]. The product is Cc1n[nH]c2ccc(-c3nncc(N4CCN(CCO)C(Cc5ccccc5)C4)n3)cc12. Reaction SMILES: [Br:35][CH2:36][CH2:37][OH:38].[C:30](=[O:31])([OH:32])[O-:33].[CH3:1][c:2]1[n:3][nH:4][c:5]2[cH:6][cH:7][c:8](-[c:11]3[n:12][n:13][cH:14][c:15]([N:17]4[CH2:18][CH:19]([CH2:23][c:24]5[cH:25][cH:26][cH:27][cH:28][cH:29]5)[NH:20][CH2:21][CH2:22]4)[n:16]3)[cH:9][c:10]12.[CH3:39][CH2:40][O:41][C:42](=[O:43])[CH3:44].[CH3:45][C:46]#[N:47].[Na+:34]>>[CH3:1][c:2]1[n:3][nH:4][c:5]2[cH:6][cH:7][c:8](-[c:11]3[n:12][n:13][cH:14][c:15]([N:17]4[CH2:18][CH:19]([CH2:23][c:24]5[cH:25][cH:26][cH:27][cH:28][cH:29]5)[N:20]([CH2:36][CH2:37][OH:38])[CH2:21][CH2:22]4)[n:16]3)[cH:9][c:10]12.